Dataset: the Open Reaction Database (ORD), a public repository of structured organic reaction records. Task: describe an organic reaction: reactants, conditions, products, and yield Reactants: CCO, [K+], [OH-], O, CCOC(=O)c1cnns1. Product: [K+], O=C([O-])c1cnns1. As a reaction SMILES: [CH3:14][CH2:15][OH:16].[K+:2].[OH-:1].[OH2:13].[s:3]1[n:4][n:5][cH:6][c:7]1[C:8](=[O:9])[O:10][CH2:11][CH3:12]>>[K+:2].[s:3]1[n:4][n:5][cH:6][c:7]1[C:8](=[O:9])[O-:10].